From a dataset of the Open Reaction Database (ORD), a public repository of structured organic reaction records. describe an organic reaction: reactants, conditions, products, and yield Reactants: 550A, Cl (HCl), C(C)(C)(C)OC(=O)N1C[C@@H](CCC1)COS(=O)(=O)C ((R)-3-methanesulfonyloxymethyl-piperidine-1-carboxylic acid tert-butyl ester), C(C)(C)(C)OC(=O)N1CC(CCC1)(C)C(C1=C(C=CC=C1)F)OC1=NNC2=CC=C(C=C12)F (3-[5-fluoro-1-(2-fluoro-phenyl)-1H-indazol-3-yloxymethyl]-3-methyl-piperidine-1-carboxylic acid tert-butyl ester), FC=1C=C2C(=NN(C2=CC1)C1=C(C=CC=C1)F)O (5-fluoro-1-(2-fluoro-phenyl)-1H-indazol-3-ol), C(N)([O-])=O (carbamate). Run in CO (MeOH), O1CCOCC1 (dioxane), CCOC(=O)C (EtOAc). Run at time 8 hour. The product is C(C)(C)(C)OC(=O)N1CC(CCC1)C(C1=C(C=CC=C1)F)OC1=NNC2=CC=C(C=C12)F (3-[5-fluoro-1-(2-fluoro-phenyl)-1H-indazol-3-yloxymethyl]-piperidine-1-carboxylic acid tert-butyl ester), free base. RXN SMILES: [C:1]([O:5][C:6]([N:8]1[CH2:13][CH2:12][CH2:11][C:10]([CH:15]([O:23][C:24]2[C:32]3[C:27](=[CH:28][CH:29]=[C:30]([F:33])[CH:31]=3)[NH:26][N:25]=2)[C:16]2[CH:21]=[CH:20][CH:19]=[CH:18][C:17]=2[F:22])(C)[CH2:9]1)=[O:7])([CH3:4])([CH3:3])[CH3:2].FC1C=C2C(=CC=1)N(C1C=CC=CC=1F)N=C2O.C(OC(N1CCC[C@@H](COS(C)(=O)=O)C1)=O)(C)(C)C.C(=O)([O-])N.Cl>CCOC(C)=O.O1CCOCC1.CO>[C:1]([O:5][C:6]([N:8]1[CH2:13][CH2:12][CH2:11][CH:10]([CH:15]([O:23][C:24]2[C:32]3[C:27](=[CH:28][CH:29]=[C:30]([F:33])[CH:31]=3)[NH:26][N:25]=2)[C:16]2[CH:21]=[CH:20][CH:19]=[CH:18][C:17]=2[F:22])[CH2:9]1)=[O:7])([CH3:4])([CH3:2])[CH3:3]. Reported procedure: 3-[5-fluoro-1-(2-fluoro-phenyl)-1H-indazol-3-yloxymethyl]-piperidine-1-carboxylic acid tert-butyl ester was prepared according to the procedure for Intermediate 57 from Intermediate 23 (0.500 g, 2.03 mmol) and (R)-3-methanesulfonyloxymethyl-piperidine-1-carboxylic acid tert-butyl ester (0.655 g, 2.23 mmol). A room temperature stirred solution of carbamate in EtOAc (5.43 ml) was treated with 5.30 ml of a 4.0 M HCl solution in dioxane. The reaction was allowed to stir overnight at room temperature... The reactants are C=CCN1CCN(C(=O)OCC)CC1c1ccc(Cl)cc1, Cc1ccccc1, Cl, [Na+], [OH-], O, Cl[Ru](Cl)Cl. The product is CCOC(=O)N1CCNC(c2ccc(Cl)cc2)C1. Reaction SMILES: [CH2:1]([CH3:2])[O:3][C:4](=[O:5])[N:6]1[CH2:7][CH:8]([c:15]2[cH:16][cH:17][c:18]([Cl:21])[cH:19][cH:20]2)[N:9]([CH2:12][CH:13]=[CH2:14])[CH2:10][CH2:11]1.[CH3:30][c:31]1[cH:32][cH:33][cH:34][cH:35][cH:36]1.[ClH:23].[Na+:25].[OH-:24].[OH2:22].[Ru:26]([Cl:27])([Cl:28])[Cl:29]>>[CH2:1]([CH3:2])[O:3][C:4](=[O:5])[N:6]1[CH2:7][CH:8]([c:15]2[cH:16][cH:17][c:18]([Cl:21])[cH:19][cH:20]2)[NH:9][CH2:10][CH2:11]1. Reactants: IC=1C(C2=CC=C3C(=C2OC1C1=CC=CC=C1)NN=C3)=O (7-iodo-8-phenyl-1H-9-oxa-1,2-diaza-cyclopenta[a]naphthalen-6-one), Cl[O-].[Na+] (sodium hypochlorite). Solvent: CCO (EtOH). Reaction conditions: time 15 minute. Yields the product ClC1=NNC=2C1=CC=C1C(C(=C(OC21)C2=CC=CC=C2)I)=O (3-Chloro-7-iodo-8-phenyl-1H-9-oxa-1,2-diaza-cyclopenta[a]naphthalen-6-one). Isolated yield 55.0%. RXN SMILES: [I:1][C:2]1[C:3](=[O:21])[C:4]2[C:9]([O:10][C:11]=1[C:12]1[CH:17]=[CH:16][CH:15]=[CH:14][CH:13]=1)=[C:8]1[NH:18][N:19]=[CH:20][C:7]1=[CH:6][CH:5]=2.[Cl:22][O-].[Na+]>CCO>[Cl:22][C:20]1[C:7]2=[CH:6][CH:5]=[C:4]3[C:9]([O:10][C:11]([C:12]4[CH:17]=[CH:16][CH:15]=[CH:14][CH:13]=4)=[C:2]([I:1])[C:3]3=[O:21])=[C:8]2[NH:18][N:19]=1 |f:1.2|. Reported procedure: To a stirred solution of 7-iodo-8-phenyl-1H-9-oxa-1,2-diaza-cyclopenta[a]naphthalen-6-one (73 mg, 0.188 mmol) in EtOH (10 mL), with cooling in a 10° C. water bath, was added sodium hypochlorite (10% aqueous solution, 9 mL). After 15 minutes, the temperature was allowed to increase to RT. After a further 30 minutes, the reaction mixture was concentrated in vacuo and the remaining reside was partitioned between EtOAc and water. The resulting biphasic mixture was separated, the aqueous phase was fu... Reactants: ClCCOCCOCCCl (1,8-dichloro-3, 6-dioxaoctane), [OH-].[K+] (potassium hydroxide), C(CO)O (ethylene glycol). Yields the product ClCCOCCOCCOCCO (11-Chloro-3,6,9-trioxaundecan-1-ol). Isolated yield 30.0%. As a reaction SMILES: Cl[CH2:2][CH2:3][O:4][CH2:5][CH2:6][O:7][CH2:8][CH2:9][Cl:10].[OH-].[K+].[CH2:13]([OH:16])[CH2:14][OH:15]>>[Cl:10][CH2:9][CH2:8][O:7][CH2:6][CH2:5][O:4][CH2:3][CH2:2][O:15][CH2:14][CH2:13][OH:16] |f:1.2|. Procedure details: A solution of 1,8-dichloro-3, 6-dioxaoctane (40 g) and potassium hydroxide (11.8 g) in ethylene glycol (100 ml) was stirred at 100° C. for 18 h. The mixture was then cooled, filtered and the residue washed with acetone (2×35 ml). The combined filtrate was then distilled to yield the product as a clear oil (13.5 g, 30%), b.p. 120°-122° C./0.2 mm Hg; I.r. (liquid film) 3430 cm-1. RXN SMILES: [C:1]([CH3:2])([CH3:3])([CH3:4])[c:5]1[c:6]([CH2:17][O:18][SiH:19]([CH3:20])[CH3:21])[c:7]2[cH:8][cH:9][c:10]([CH2:15][OH:16])[cH:11][c:12]2[cH:13][cH:14]1.[CH:22]([Cl:23])([Cl:24])[Cl:25]>>[C:1]([CH3:2])([CH3:3])([CH3:4])[c:5]1[c:6]([CH2:17][O:18][SiH:19]([CH3:20])[CH3:21])[c:7]2[cH:8][cH:9][c:10]([CH:15]=[O:16])[cH:11][c:12]2[cH:13][cH:14]1. Product: C[SiH](C)OCc1c(C(C)(C)C)ccc2cc(C=O)ccc12. Starting materials: C[SiH](C)OCc1c(C(C)(C)C)ccc2cc(CO)ccc12, ClC(Cl)Cl. Reactants: BrC1=CC(=C(OCC2=CC=CC=C2)C=C1)[N+](=O)[O-] (1-((4-Bromo-2-nitrophenoxy)methyl)benzene), N1=CC=C(C=C1)B(O)O (pyridin-4-ylboronic acid), C([O-])([O-])=O.[Cs+].[Cs+] (cesium carbonate). Run in CN(C)C=O (DMF). Run at temperature 80 celsius, time 8 hour. The product is C(C1=CC=CC=C1)OC1=C(C=C(C=C1)C1=CC=NC=C1)[N+](=O)[O-] (4-(4-(benzyloxy)-3-nitrophenyl)pyridine). Yield: 109.1%. RXN SMILES: Br[C:2]1[CH:15]=[CH:14][C:5]([O:6][CH2:7][C:8]2[CH:13]=[CH:12][CH:11]=[CH:10][CH:9]=2)=[C:4]([N+:16]([O-:18])=[O:17])[CH:3]=1.[N:19]1[CH:24]=[CH:23][C:22](B(O)O)=[CH:21][CH:20]=1.C(=O)([O-])[O-].[Cs+].[Cs+]>CN(C=O)C>[CH2:7]([O:6][C:5]1[CH:14]=[CH:15][C:2]([C:22]2[CH:23]=[CH:24][N:19]=[CH:20][CH:21]=2)=[CH:3][C:4]=1[N+:16]([O-:18])=[O:17])[C:8]1[CH:13]=[CH:12][CH:11]=[CH:10][CH:9]=1 |f:2.3.4|. Procedure: To a solution of 1-((4-bromo-2-nitrophenoxy)methyl)benzene 13.B (1.40 g, 4.55 mmol) and pyridin-4-ylboronic acid (665 mg, 5.45 mmol, available from Aldrich) in DMF (10 mL) was added cesium carbonate (2.93 g, 9.0 mmol). The mixture was stirred overnight at 80° C. and then partitioned between AcOEt and water. The organic phase was concentrated to afford 4-(4-(benzyloxy)-3-nitrophenyl)pyridine 13.0 (1.52 g, 109% yield) which was used in the next step without any further purification. The reactants are O1C(=CC=2NC=3C=CC=CC3C21)C(=O)OCC (ethyl furo[3,2-b]indole-2-carboxylate), Cl (hydrochloric acid). Reaction conditions: temperature 60 celsius. Run in [OH-].[Na+] (sodium hydroxide). The product is O1C(=CC=2NC=3C=CC=CC3C21)C(=O)O (furo[3,2-b]indole-2-carboxylic acid). Reaction SMILES: [O:1]1[C:12]2[C:11]3[CH:10]=[CH:9][CH:8]=[CH:7][C:6]=3[NH:5][C:4]=2[CH:3]=[C:2]1[C:13]([O:15]CC)=[O:14].Cl>[OH-].[Na+]>[O:1]1[C:12]2[C:11]3[CH:10]=[CH:9][CH:8]=[CH:7][C:6]=3[NH:5][C:4]=2[CH:3]=[C:2]1[C:13]([OH:15])=[O:14] |f:2.3|. Yield: 96.9%. Procedure: To ethyl furo[3,2-b]indole-2-carboxylate (10 g), 10% aqueous sodium hydroxide solution (100 ml) was added, then the mixture was stirred for an hour at 60° C. The resulting solution was acidified with hydrochloric acid, and the precipitate formed was collected by filtration to give furo[3,2-b]indole-2-carboxylic acid (8.5 g). To furo[3,2-b]-indole-2-carboxylic acid (8.5 g), thionyl chloride (40 ml) and benzene (50 ml) were added, the resulting solution was refluxed for 5 hours, and the excess amo...